From a dataset of the Open Reaction Database (ORD), a public repository of structured organic reaction records. describe an organic reaction: reactants, conditions, products, and yield The reactants are stannous chloride dihydrate, N(=O)[O-].[Na+] (sodium nitrite), FC1=C(N)C=CC=C1F (2,3-difluoroaniline), NC(=O)N (urea). Solvent: Cl (hydrochloric acid), O (water), Cl (hydrochloric acid). Reaction conditions: time 20 minute. Product: FC1=C(C=CC=C1F)NN (2,3-difluorophenylhydrazine). The yield is 98.5%. As a reaction SMILES: [F:1][C:2]1[C:8]([F:9])=[CH:7][CH:6]=[CH:5][C:3]=1[NH2:4].[N:10]([O-])=O.[Na+].NC(N)=O>O.Cl>[F:1][C:2]1[C:8]([F:9])=[CH:7][CH:6]=[CH:5][C:3]=1[NH:4][NH2:10] |f:1.2|. Procedure details: In each of two flasks, 775 mmol (100 g) of 2,3-difluoroaniline were added to 2 L of concentrated hydrochloric acid at -15° C. and treated dropwise with a solution of 852 mmol (58.9 g) of sodium nitrite in 500 mL of water. Ten minutes after the addition, the reaction was treated with 930 mmol (55.8 g) of urea. This was followed by rapid addition of a solution of stannous chloride dihydrate (968 mmol, 220 g) in 700 mL of concentrated hydrochloric acid precooled to -50° C. After 20 minutes, the sol... Reactants: C(C1=CC=CC=C1)(C1=CC=CC=C1)N1[C@H]([C@H](C1=O)N=[N+]=[N-])C(=O)OCCCC (butyl cis-1-benzhydryl-3-azido-4-oxo-2-azetidine carboxylate), S(=O)(=O)([O-])OOS(=O)(=O)[O-].[K+].[K+] (potassium persulfate), O.O.O.O.O.O.O.O.O.O.O.O.P(=O)([O-])([O-])O.[Na+].[Na+] (disodium phosphate dodecahydrate), O (water). Run in C(C)#N (acetonitrile). Product: N(=[N+]=[N-])[C@@H]1[C@@H](NC1=O)C(=O)OCCCC (Butyl cis-3-azido-4-oxo-2-azetidinecarboxylate). The yield is 175.5%. Reaction SMILES: C([N:14]1[C:17](=[O:18])[C@H:16]([N:19]=[N+:20]=[N-:21])[C@@H:15]1[C:22]([O:24][CH2:25][CH2:26][CH2:27][CH3:28])=[O:23])(C1C=CC=CC=1)C1C=CC=CC=1.S(OOS([O-])(=O)=O)([O-])(=O)=O.[K+].[K+].O.O.O.O.O.O.O.O.O.O.O.O.P(O)([O-])([O-])=O.[Na+].[Na+].O>C(#N)C>[N:19]([C@H:16]1[C:17](=[O:18])[NH:14][C@H:15]1[C:22]([O:24][CH2:25][CH2:26][CH2:27][CH3:28])=[O:23])=[N+:20]=[N-:21] |f:1.2.3,4.5.6.7.8.9.10.11.12.13.14.15.16.17.18|. Procedure: A mixture of 200 mg (0.529 mmole) of butyl cis-1-benzhydryl-3-azido-4-oxo-2-azetidine carboxylate, 473 mg (1.75 mmole) of potassium persulfate, 307 mg (0.858 mmole) of disodium phosphate dodecahydrate, 9.2 ml of water and 8.4 ml of acetonitrile was thoroughly degassed with argon and then heated to 80°-85° C. under argon for three hours. The reaction mixture was cooled and the acetonitrile removed on the rotary evaporator. The aqueous residue was saturated with solid sodium chloride and extracted... The reactants are Cl, NO, O=Cc1ccc(N2CCOCC2)cc1O, c1ccncc1. Yields the product ON=Cc1ccc(N2CCOCC2)cc1O. Reaction SMILES: [ClH:16].[NH2:17][OH:18].[OH:1][c:2]1[c:3]([CH:4]=[O:5])[cH:6][cH:7][c:8]([N:10]2[CH2:11][CH2:12][O:13][CH2:14][CH2:15]2)[cH:9]1.[cH:19]1[cH:20][cH:21][n:22][cH:23][cH:24]1>>[OH:1][c:2]1[c:3]([CH:4]=[N:17][OH:18])[cH:6][cH:7][c:8]([N:10]2[CH2:11][CH2:12][O:13][CH2:14][CH2:15]2)[cH:9]1. Starting materials: OCCC#CC1=CC=2N=CN=C(C2S1)NCCC1=CC=C(C=C1)NC(C1=CC(=CC=C1)C(F)(F)F)=O (N-(4-{2-[6-(4-hydroxy-but-1-ynyl)-thieno[3,2-d]pyrimidin-4-ylamino]-ethyl}-phenyl)-3-trifluoromethyl-benzamide), TEA, CS(=O)(=O)Cl (methanesulfonyl chloride), N1CCCC1 (pyrrolidine). Reaction SMILES: O[CH2:2][CH2:3][C:4]#[C:5][C:6]1[S:14][C:13]2[C:12]([NH:15][CH2:16][CH2:17][C:18]3[CH:23]=[CH:22][C:21]([NH:24][C:25](=[O:36])[C:26]4[CH:31]=[CH:30][CH:29]=[C:28]([C:32]([F:35])([F:34])[F:33])[CH:27]=4)=[CH:20][CH:19]=3)=[N:11][CH:10]=[N:9][C:8]=2[CH:7]=1.CS(Cl)(=O)=O.[NH:42]1[CH2:46][CH2:45][CH2:44][CH2:43]1>ClCCl>[N:42]1([CH2:2][CH2:3][C:4]#[C:5][C:6]2[S:14][C:13]3[C:12]([NH:15][CH2:16][CH2:17][C:18]4[CH:23]=[CH:22][C:21]([NH:24][C:25](=[O:36])[C:26]5[CH:31]=[CH:30][CH:29]=[C:28]([C:32]([F:35])([F:33])[F:34])[CH:27]=5)=[CH:20][CH:19]=4)=[N:11][CH:10]=[N:9][C:8]=3[CH:7]=2)[CH2:46][CH2:45][CH2:44][CH2:43]1. The solvent is ClCCl (dichloromethane). Procedure details: To a solution of compound 23.1 (0.27 mmol) in dichloromethane was added sequentially TEA (3.0 equiv.) and methanesulfonyl chloride (2.5 equivalents). After stirring at room temperature for 2 hours, excess pyrrolidine (−5.0 equivalent) was added and the reaction was heated at 40° C. until starting material is consumed. The reaction was cooled, concentrated to dryness and purified by flash column chromatography on silica gel to provide N-(4-{2-[6-(4-pyrrolidin-1-yl-but-1-ynyl)-thieno[3,2-d]pyrimid... The product is N1(CCCC1)CCC#CC1=CC=2N=CN=C(C2S1)NCCC1=CC=C(C=C1)NC(C1=CC(=CC=C1)C(F)(F)F)=O (N-(4-{2-[6-(4-pyrrolidin-1-yl-but-1-ynyl)-thieno[3,2-d]pyrimidin-4-ylamino]-ethyl}-phenyl)-3-trifluoromethyl-benzamide). Reaction conditions: time 2 hour.